Dataset: the Open Reaction Database (ORD), a public repository of structured organic reaction records. Task: describe an organic reaction: reactants, conditions, products, and yield Reactants: C1(CC1)[Mg]Br (cyclopropylmagnesium bromide), BrC1=CC=C(C(=O)OC)C=C1 (Methyl 4-bromobenzoate). Reagents/catalysts: [Zn+2].[Br-].[Br-] (ZnBr2), C1=CC=C(C=C1)P([C-]2C=CC=C2)C3=CC=CC=C3.C1=CC=C(C=C1)P([C-]2C=CC=C2)C3=CC=CC=C3.Cl[Pd]Cl.[Fe+2] (Pd(dppf)Cl2). Run in O1CCCC1 (tetrahydrofuran), C1CCOC1 (THF). Run at temperature 0 celsius, time 30 minute. Product: C1(CC1)C1=CC=C(C(=O)OC)C=C1 (Methyl 4-cyclopropylbenzoate). RXN SMILES: [CH:1]1([Mg]Br)[CH2:3][CH2:2]1.Br[C:7]1[CH:16]=[CH:15][C:10]([C:11]([O:13][CH3:14])=[O:12])=[CH:9][CH:8]=1>C1COCC1.[Zn+2].[Br-].[Br-].C1C=CC(P(C2C=CC=CC=2)[C-]2C=CC=C2)=CC=1.C1C=CC(P(C2C=CC=CC=2)[C-]2C=CC=C2)=CC=1.Cl[Pd]Cl.[Fe+2]>[CH:1]1([C:7]2[CH:16]=[CH:15][C:10]([C:11]([O:13][CH3:14])=[O:12])=[CH:9][CH:8]=2)[CH2:3][CH2:2]1 |f:3.4.5,6.7.8.9|. Procedure: Into a 1-L three neck round-bottom flask, which was purged and maintained with an inert atmosphere of nitrogen, was placed a solution mixture of ZnBr2 (41.5 g, 184 mmol) and tetrahydrofuran (500 mL). The mixture was cooled to 0° C., then cyclopropylmagnesium bromide (2 M in THF) (92 mL, 184 mmol) was added drop-wise with stirring over 30 min. The mixture was then cooled to −40° C. and Pd(dppf)Cl2 (3.00 g, 4.1 mmol) was added portion-wise over 1 min. Methyl 4-bromobenzoate (10.0 g, 46.50 mmol) in...